Dataset: the Open Reaction Database (ORD), a public repository of structured organic reaction records. Task: describe an organic reaction: reactants, conditions, products, and yield Reaction SMILES: [Br:1][CH2:2][CH2:3][CH:4]1[CH2:5][CH2:6][CH2:7][CH2:8][CH2:9]1.[CH3:12][C:13](=[O:14])[CH3:15].[I-:11].[Na+:10]>>[CH2:2]([CH2:3][CH:4]1[CH2:5][CH2:6][CH2:7][CH2:8][CH2:9]1)[I:11]. The product is ICCC1CCCCC1. Starting materials: BrCCC1CCCCC1, CC(C)=O, [I-], [Na+]. Reactants: CSC=1S\C(\C(N1)=O)=C/C=1C=C2C=CC=NC2=CC1 (2-methylsulfanyl-5-[1-quinolin-6-yl-meth-(Z)-ylidene]-thiazol-4-one), OC[C@H](CC1=CC=CC=C1)N ((S)-1-hydroxymethyl-2-phenyl-ethylamine), CCN(C(C)C)C(C)C (DIEA). Yields the product OC[C@H](CC1=CC=CC=C1)NC=1S\C(\C(N1)=O)=C/C=1C=C2C=CC=NC2=CC1 (2-((S)-1-hydroxymethyl-2-phenyl-ethylamino)-5-[1-quinolin-6-yl-meth-(Z)-ylidene]-thiazol-4-one). RXN SMILES: CS[C:3]1[S:4]/[C:5](=[CH:9]\[C:10]2[CH:11]=[C:12]3[C:17](=[CH:18][CH:19]=2)[N:16]=[CH:15][CH:14]=[CH:13]3)/[C:6](=[O:8])[N:7]=1.[OH:20][CH2:21][C@@H:22]([NH2:30])[CH2:23][C:24]1[CH:29]=[CH:28][CH:27]=[CH:26][CH:25]=1.CCN(C(C)C)C(C)C>>[OH:20][CH2:21][C@@H:22]([NH:30][C:3]1[S:4]/[C:5](=[CH:9]\[C:10]2[CH:11]=[C:12]3[C:17](=[CH:18][CH:19]=2)[N:16]=[CH:15][CH:14]=[CH:13]3)/[C:6](=[O:8])[N:7]=1)[CH2:23][C:24]1[CH:25]=[CH:26][CH:27]=[CH:28][CH:29]=1. Procedure details: Similar procedure as described in example 1b was used, starting from 2-methylsulfanyl-5-[1-quinolin-6-yl-meth-(Z)-ylidene]-thiazol-4-one, (S)-1-hydroxymethyl-2-phenyl-ethylamine and DIEA to give 2-((S)-1-hydroxymethyl-2-phenyl-ethylamino)-5-[1-quinolin-6-yl-meth-(Z)-ylidene]-thiazol-4-one. LC-MS m/e 390 (MH+). The reactants are O1CCN(CC1)C1=CC(=C(C#N)C=C1)[N+](=O)[O-] (4-morpholino-2-nitrobenzonitrile), C(C)(=O)O (acetic acid). Reagents/catalysts: [Zn] (zinc). Reaction conditions: time 2 hour. Product: NC1=C(C#N)C=CC(=C1)N1CCOCC1 (2-Amino-4-morpholinobenzonitrile). RXN SMILES: [O:1]1[CH2:6][CH2:5][N:4]([C:7]2[CH:14]=[CH:13][C:10]([C:11]#[N:12])=[C:9]([N+:15]([O-])=O)[CH:8]=2)[CH2:3][CH2:2]1.C(O)(=O)C>[Zn]>[NH2:15][C:9]1[CH:8]=[C:7]([N:4]2[CH2:3][CH2:2][O:1][CH2:6][CH2:5]2)[CH:14]=[CH:13][C:10]=1[C:11]#[N:12]. Procedure: To a mixture of 4-morpholino-2-nitrobenzonitrile (388 mg, 1664 μmol) in acetic acid (6.00 mL, 104809 μmol) at rt was added all at once zinc powder (1632 mg, 24955 μmol). An exotherm developed. The reaction was stirred at ambient temperature for 2 h then filtered, and rinsed with EtOAc. The filtrate was concd under reduced pressure to afford a slightly yellow solid. Mass Spectrum (ESI) m/e=204.1 (M+1). The reactants are ClC1=NC=CC(=C1)C(F)(F)F (2-chloro-4-(trifluoromethyl)pyridine), CCN(C(C)C)C(C)C (DIEA), C(C)(C)(C)C1=CC=C(C=C1)S(=O)(=O)C1CCNCC1 (4-[(4-tert-butylphenyl)sulfonyl]piperidine). Run in O1CCOCC1 (1,4-dioxane). Product: C(C)(C)(C)C1=CC=C(C=C1)S(=O)(=O)C1CCN(CC1)C1=NC=CC(=C1)C(F)(F)F (2-{4-[(4-tert-butylphenyl)sulfonyl]piperidin-1-yl}-4-(trifluoromethyl)pyridine). The yield is 39.1%. RXN SMILES: [C:1]([C:5]1[CH:10]=[CH:9][C:8]([S:11]([CH:14]2[CH2:19][CH2:18][NH:17][CH2:16][CH2:15]2)(=[O:13])=[O:12])=[CH:7][CH:6]=1)([CH3:4])([CH3:3])[CH3:2].Cl[C:21]1[CH:26]=[C:25]([C:27]([F:30])([F:29])[F:28])[CH:24]=[CH:23][N:22]=1.CCN(C(C)C)C(C)C>O1CCOCC1>[C:1]([C:5]1[CH:6]=[CH:7][C:8]([S:11]([CH:14]2[CH2:15][CH2:16][N:17]([C:21]3[CH:26]=[C:25]([C:27]([F:30])([F:29])[F:28])[CH:24]=[CH:23][N:22]=3)[CH2:18][CH2:19]2)(=[O:13])=[O:12])=[CH:9][CH:10]=1)([CH3:4])([CH3:2])[CH3:3]. Reported procedure: Using the procedure from Example 7A, 4-[(4-tert-butylphenyl)sulfonyl]piperidine (100 mg, 0.36 mmol) was reacted with 2-chloro-4-(trifluoromethyl)pyridine (94 μl, 0.72 mmol), DIEA (0.25 ml, 1.44) and 1,4-dioxane (0.3 ml) at 185° C. to afford the title compound (60 mg), an off-white solid, in 39% yield. The reactants are ClC=1C(=CC(=C(C1)NC(CC1=CC(=CC(=C1)C)C)=O)C#N)[N+](=O)[O-] (N-(5-chloro-2-cyano-4-nitrophenyl)-2-(3,5-dimethylphenyl)acetamide), C1CN1P(=S)(N2CC2)N3CC3 (StepA), [H-].[Na+] (sodium hydride). Solvent: CN(C=O)C (N,N-dimethylformamide), C(C)(=O)OCC (ethyl acetate). Conditions: time 1.5 hour. Product: NC1=C(C(NC2=CC(=C(C=C12)[N+](=O)[O-])Cl)=O)C1=CC(=CC(=C1)C)C (4-amino-7-chloro-3-(3,5-dimethylphenyl)-6-nitro-1H-quinolin-2-one). Reaction SMILES: [Cl:1][C:2]1[C:3]([N+:22]([O-:24])=[O:23])=[CH:4][C:5]([C:20]#[N:21])=[C:6]([NH:8][C:9](=[O:19])[CH2:10][C:11]2[CH:16]=[C:15]([CH3:17])[CH:14]=[C:13]([CH3:18])[CH:12]=2)[CH:7]=1.C1N(P(N2CC2)(N2CC2)=S)C1.[H-].[Na+]>CN(C)C=O.C(OCC)(=O)C>[NH2:21][C:20]1[C:5]2[C:6](=[CH:7][C:2]([Cl:1])=[C:3]([N+:22]([O-:24])=[O:23])[CH:4]=2)[NH:8][C:9](=[O:19])[C:10]=1[C:11]1[CH:12]=[C:13]([CH3:18])[CH:14]=[C:15]([CH3:17])[CH:16]=1 |f:2.3|. Procedure details: To a solution of N-(5-chloro-2-cyano-4-nitrophenyl)-2-(3,5-dimethylphenyl)acetamide (prepared essentially as described in EXAMPLE 10, StepA, 250 mg in 7 mL N,N-dimethylformamide) was added 46 mg of 95% sodium hydride and the mixture stirred at room temperature. After 1.5 hours, the reaction mixture was diluted with ethyl acetate and quenched by the careful addition of 10% aqueous sodium bisulfate. The organics were then washed with brine and dried over sodium sulfate and concentrated in vacuo. T... Starting materials: CS(C)=O, COC(=O)c1cc(-c2ccccc2)c(=O)n2c1-c1sccc1SC(Cl)C2, C1CN=C2CCCN2C1. The product is COC(=O)c1cc(-c2ccccc2)c(=O)n2c1-c1sccc1SC=C2. Reaction SMILES: [CH3:36][S:37](=[O:38])[CH3:39].[Cl:1][CH:2]1[S:3][c:4]2[c:5]([s:24][cH:25][cH:26]2)-[c:6]2[n:7]([c:9](=[O:23])[c:10](-[c:17]3[cH:18][cH:19][cH:20][cH:21][cH:22]3)[cH:11][c:12]2[C:13](=[O:14])[O:15][CH3:16])[CH2:8]1.[N:27]12[CH2:28][CH2:29][CH2:30][C:31]1=[N:32][CH2:33][CH2:34][CH2:35]2>>[CH:2]1=[CH:8][n:7]2[c:6]([c:12]([C:13](=[O:14])[O:15][CH3:16])[cH:11][c:10](-[c:17]3[cH:18][cH:19][cH:20][cH:21][cH:22]3)[c:9]2=[O:23])-[c:5]2[c:4]([cH:26][cH:25][s:24]2)[S:3]1. Starting materials: NCCC(O)CN1CCC(Oc2ccc(Cl)c(Cl)c2)CC1, O=C(O)c1ccc2[nH]c(=O)sc2c1. Product: O=C(NCCC(O)CN1CCC(Oc2ccc(Cl)c(Cl)c2)CC1)c1ccc2[nH]c(=O)sc2c1. As a reaction SMILES: [NH2:1][CH2:2][CH2:3][CH:4]([CH2:5][N:6]1[CH2:7][CH2:8][CH:9]([O:12][c:13]2[cH:14][c:15]([Cl:20])[c:16]([Cl:19])[cH:17][cH:18]2)[CH2:10][CH2:11]1)[OH:21].[O:22]=[c:23]1[s:24][c:25]2[c:26]([nH:27]1)[cH:28][cH:29][c:30]([C:32](=[O:33])[OH:34])[cH:31]2>>[NH:1]([CH2:2][CH2:3][CH:4]([CH2:5][N:6]1[CH2:7][CH2:8][CH:9]([O:12][c:13]2[cH:14][c:15]([Cl:20])[c:16]([Cl:19])[cH:17][cH:18]2)[CH2:10][CH2:11]1)[OH:21])[C:32]([c:30]1[cH:29][cH:28][c:26]2[c:25]([s:24][c:23](=[O:22])[nH:27]2)[cH:31]1)=[O:33]. The reactants are C(C1=CC=CC=C1)N1CC2=C(N=CN=C2NC2=CC=C(C=C2)F)CC1 (6-Benzyl-N-(4-fluorophenyl)-5,6,7,8-tetrahydropyrido[4,3-d]pyrimidin-4-amine). The reagents and catalysts are [OH-].[Pd+2].[OH-] (palladium hydroxide). Run in CO (methanol). Conditions: time 1 day. The product is FC1=CC=C(C=C1)NC=1C2=C(N=CN1)CCNC2 (N-(4-Fluorophenyl)-5,6,7,8-tetrahydropyrido[4,3-d]pyrimidin-4-amine). Yield: 101.3%. Reaction SMILES: C([N:8]1[CH2:25][CH2:24][C:11]2[N:12]=[CH:13][N:14]=[C:15]([NH:16][C:17]3[CH:22]=[CH:21][C:20]([F:23])=[CH:19][CH:18]=3)[C:10]=2[CH2:9]1)C1C=CC=CC=1>CO.[OH-].[Pd+2].[OH-]>[F:23][C:20]1[CH:21]=[CH:22][C:17]([NH:16][C:15]2[C:10]3[CH2:9][NH:8][CH2:25][CH2:24][C:11]=3[N:12]=[CH:13][N:14]=2)=[CH:18][CH:19]=1 |f:2.3.4|. Procedure details: 6-Benzyl-N-(4-fluorophenyl)-5,6,7,8-tetrahydropyrido[4,3-d]pyrimidin-4-amine (0.64 g, 1.9 mmol) was dissolved in methanol (25 mL) and palladium hydroxide was added (0.5 g, 20% wt). The mixture was shaken on a Parr Shaker under H2 (g) atmosphere (60 PSI) for 1 day. The mixture was filtered through celite and evaporated to give 0.47 g of material which was used as such for the next step. Reactants: C1CCOC1, C[Si](C)(C)[N-][Si](C)(C)C, CC(=O)OC(C)=O, [Li+], COc1cc(OC)c(-c2cc3ccccc3s2)cc1C=CC(=O)c1ccc(C(N)=O)cc1. The product is COc1cc(OC)c(-c2cc3ccccc3s2)cc1C=CC(=O)c1ccc(C(=O)NC(C)=O)cc1. RXN SMILES: [CH2:50]1[O:51][CH2:52][CH2:53][CH2:54]1.[CH3:33][Si:34]([N-:35][Si:36]([CH3:37])([CH3:38])[CH3:39])([CH3:40])[CH3:41].[CH3:43][C:44](=[O:45])[O:46][C:47](=[O:48])[CH3:49].[Li+:42].[s:1]1[c:2]2[c:3]([cH:4][c:5]1-[c:6]1[c:7]([O:27][CH3:28])[cH:8][c:9]([O:25][CH3:26])[c:10]([CH:12]=[CH:13][C:14](=[O:15])[c:16]3[cH:17][cH:18][c:19]([C:20](=[O:21])[NH2:22])[cH:23][cH:24]3)[cH:11]1)[cH:29][cH:30][cH:31][cH:32]2>>[s:1]1[c:2]2[c:3]([cH:4][c:5]1-[c:6]1[c:7]([O:27][CH3:28])[cH:8][c:9]([O:25][CH3:26])[c:10]([CH:12]=[CH:13][C:14](=[O:15])[c:16]3[cH:17][cH:18][c:19]([C:20](=[O:21])[NH:22][C:44]([CH3:43])=[O:45])[cH:23][cH:24]3)[cH:11]1)[cH:29][cH:30][cH:31][cH:32]2. Reagents/catalysts: C=1C=CC(=CC1)[P](C=2C=CC=CC2)(C=3C=CC=CC3)[Pd]([P](C=4C=CC=CC4)(C=5C=CC=CC5)C=6C=CC=CC6)([P](C=7C=CC=CC7)(C=8C=CC=CC8)C=9C=CC=CC9)[P](C=1C=CC=CC1)(C=1C=CC=CC1)C=1C=CC=CC1 (Pd(PPh3)4). Run at temperature 150 celsius, time 15 minute. The solvent is O1CCOCC1 (1,4-dioxane). Isolated yield 29.5%. Starting materials: C(=O)([O-])[O-].[Na+].[Na+] (Na2CO3), NC1=CC=C(C=C1)C=1C(=NC=C(N1)B1OC(C(O1)(C)C)(C)C)N (3-(4-aminophenyl)-5-(4,4,5,5-tetramethyl-1,3,2-dioxaborolan-2-yl)-2-pyrazinamine), O (H2O), BrC=1C(=C(OC2CCOCC2)C=CC1)F (4-(3-bromo-2-fluorophenoxy)tetrahydro-2H-pyran). As a reaction SMILES: [NH2:1][C:2]1[CH:7]=[CH:6][C:5]([C:8]2[C:9]([NH2:23])=[N:10][CH:11]=[C:12](B3OC(C)(C)C(C)(C)O3)[N:13]=2)=[CH:4][CH:3]=1.C([O-])([O-])=O.[Na+].[Na+].Br[C:31]1[C:32]([F:44])=[C:33]([CH:41]=[CH:42][CH:43]=1)[O:34][CH:35]1[CH2:40][CH2:39][O:38][CH2:37][CH2:36]1.O>O1CCOCC1.C1C=CC([P]([Pd]([P](C2C=CC=CC=2)(C2C=CC=CC=2)C2C=CC=CC=2)([P](C2C=CC=CC=2)(C2C=CC=CC=2)C2C=CC=CC=2)[P](C2C=CC=CC=2)(C2C=CC=CC=2)C2C=CC=CC=2)(C2C=CC=CC=2)C2C=CC=CC=2)=CC=1>[NH2:1][C:2]1[CH:3]=[CH:4][C:5]([C:8]2[C:9]([NH2:23])=[N:10][CH:11]=[C:12]([C:31]3[CH:43]=[CH:42][CH:41]=[C:33]([O:34][CH:35]4[CH2:40][CH2:39][O:38][CH2:37][CH2:36]4)[C:32]=3[F:44])[N:13]=2)=[CH:6][CH:7]=1 |f:1.2.3,^1:55,57,76,95|. Product: NC1=CC=C(C=C1)C=1C(=NC=C(N1)C1=C(C(=CC=C1)OC1CCOCC1)F)N (3-(4-aminophenyl)-5-[2-fluoro-3-(tetrahydro-2H-pyran-4-yloxy)phenyl]-2-pyrazinamine). Procedure details: To a 80 mL microwave vessel containing the compound prepared in Example 15 (263.9 mg) was added Na2CO3 (181.7 mg) and Pd(PPh3)4 (48.8 mg). The 4-(3-bromo-2-fluorophenoxy)tetrahydro-2H-pyran (253.6 mg) was added by dissolving in 3:1 1,4-dioxane:H2O then adding via pipet and using the remainder of the solvent to wash over any remaining material (total volume: 8.5 mL). The mixture was stirred and sparged with argon for 5 minutes. The vial was placed in the microwave then heated to 150° C. After 15 ...